Dataset: the Open Reaction Database (ORD), a public repository of structured organic reaction records. Task: describe an organic reaction: reactants, conditions, products, and yield Reactants: FC(OC=1C=C(C=CC1)N1N=C(C(C=C1)=O)C(\C=C\N(C)C)=O)F (1-(3-Difluoromethoxy-phenyl)-3-((E)-3-dimethylamino-acryloyl)-1H-pyridazin-4-one), N(=O)[O-].[Na+] (sodium nitrite), [Sn](Cl)Cl (tin(II) chloride), FC1(OC2=C(O1)C=CC=C2NN)F (2,2-difluoro-benzo[1,3]dioxol-4-yl-hydrazine), amino. The product is FC1(OC2=C(O1)C=CC=C2N2N=CC=C2C2=NN(C=CC2=O)C2=CC(=CC=C2)OC(F)F)F (3-[2-(2,2-Difluoro-benzo[1,3]dioxol-4-yl)-2H-pyrazol-3-yl]-1-(3-difluoromethoxy-phenyl)-1H-pyridazin-4-one). Reaction SMILES: [F:1][CH:2]([F:24])[O:3][C:4]1[CH:5]=[C:6]([N:10]2[CH:15]=[CH:14][C:13](=[O:16])[C:12]([C:17](=O)/[CH:18]=[CH:19]/[N:20](C)C)=[N:11]2)[CH:7]=[CH:8][CH:9]=1.[F:25][C:26]1([F:37])[O:30][C:29]2[CH:31]=[CH:32][CH:33]=[C:34]([NH:35]N)[C:28]=2[O:27]1.N([O-])=O.[Na+].[Sn](Cl)Cl>>[F:37][C:26]1([F:25])[O:30][C:29]2[CH:31]=[CH:32][CH:33]=[C:34]([N:35]3[C:17]([C:12]4[C:13](=[O:16])[CH:14]=[CH:15][N:10]([C:6]5[CH:7]=[CH:8][CH:9]=[C:4]([O:3][CH:2]([F:24])[F:1])[CH:5]=5)[N:11]=4)=[CH:18][CH:19]=[N:20]3)[C:28]=2[O:27]1 |f:2.3|. Procedure: The product was obtained starting from 1-(3-Difluoromethoxy-phenyl)-3-((E)-3-dimethylamino-acryloyl)-1H-pyridazin-4-one (A-10) and 2,2-difluoro-benzo[1,3]dioxol-4-yl-hydrazine (prepared from the corresponding amino derivative using sodium nitrite and tin(II) chloride as described in J. Med. Chem. 2003, 46, 4676-4686) according to the method described for example 91. MS: M=461.3 (M+H)+